From a dataset of the Open Reaction Database (ORD), a public repository of structured organic reaction records. describe an organic reaction: reactants, conditions, products, and yield Starting materials: COc1cc2c(C)c(C(=O)O)[nH]c2cc1C(F)(F)F, CCOC(C)=O, Cl, [Cu], c1ccc2ncccc2c1. Product: COc1cc2c(C)c[nH]c2cc1C(F)(F)F. As a reaction SMILES: [CH3:1][O:2][c:3]1[cH:4][c:5]2[c:6]([CH3:19])[c:7]([C:16]([OH:17])=[O:18])[nH:8][c:9]2[cH:10][c:11]1[C:12]([F:13])([F:14])[F:15].[CH3:31][CH2:32][O:33][C:34]([CH3:35])=[O:36].[ClH:20].[Cu:37].[cH:21]1[cH:22][c:23]2[c:24]([n:25][cH:26][cH:27][cH:28]2)[cH:29][cH:30]1>>[CH3:1][O:2][c:3]1[cH:4][c:5]2[c:6]([CH3:19])[cH:7][nH:8][c:9]2[cH:10][c:11]1[C:12]([F:13])([F:14])[F:15]. The reactants are FC=1C(=NC=C(C1)C(F)(F)F)N1CCC(CC1)=O (1-(3-fluoro-5-trifluoromethyl-pyridin-2-yl)-piperidin-4-one), C1(CC1)N (cyclopropylamine), Intermediate 66. Product: C1(CC1)NC1CCN(CC1)C1=NC=C(C=C1F)C(F)(F)F (Cyclopropyl-(3′-fluoro-5′-trifluoromethyl-3,4,5,6-tetrahydro-2H-[1,2′]bipyridinyl-4-yl)-amine). RXN SMILES: [F:1][C:2]1[C:3]([N:12]2[CH2:17][CH2:16][C:15](=O)[CH2:14][CH2:13]2)=[N:4][CH:5]=[C:6]([C:8]([F:11])([F:10])[F:9])[CH:7]=1.[CH:19]1([NH2:22])[CH2:21][CH2:20]1>>[CH:19]1([NH:22][CH:15]2[CH2:16][CH2:17][N:12]([C:3]3[C:2]([F:1])=[CH:7][C:6]([C:8]([F:11])([F:10])[F:9])=[CH:5][N:4]=3)[CH2:13][CH2:14]2)[CH2:21][CH2:20]1. Procedure: The title compound is prepared from 1-(3-fluoro-5-trifluoromethyl-pyridin-2-yl)-piperidin-4-one and cyclopropylamine following a procedure analogous to that described for Intermediate 66.